From a dataset of the Open Reaction Database (ORD), a public repository of structured organic reaction records. describe an organic reaction: reactants, conditions, products, and yield Reactants: O (water), ClC1=CC(=C(C=C1)NN=CC(C(F)(F)F)=O)F (3, 3, 3-trifluoro-2-oxopropanal 1-(4-chloro-2-fluorophenylhydrazone)), C(#N)CC(=O)OCC (ethyl cyanoacetate), N1CCCCC1 (piperidine). Run in N1=CC=CC=C1 (pyridine), N1=CC=CC=C1 (pyridine). Run at time 3 day. Yields the product ClC1=CC(=C(C=C1)N1N=CC(=C(C1=O)C#N)C(F)(F)F)F (2-(4-chloro-2-fluorophenyl)-4-cyano-5-trifluoromethylpyridazin-3-one). RXN SMILES: [Cl:1][C:2]1[CH:7]=[CH:6][C:5]([NH:8][N:9]=[CH:10][C:11](=O)[C:12]([F:15])([F:14])[F:13])=[C:4]([F:17])[CH:3]=1.[C:18]([CH2:20][C:21](OCC)=[O:22])#[N:19].N1CCCCC1.O>N1C=CC=CC=1>[Cl:1][C:2]1[CH:7]=[CH:6][C:5]([N:8]2[C:21](=[O:22])[C:20]([C:18]#[N:19])=[C:11]([C:12]([F:15])([F:14])[F:13])[CH:10]=[N:9]2)=[C:4]([F:17])[CH:3]=1. Reported procedure: After 1.0 g of 3, 3, 3-trifluoro-2-oxopropanal 1-(4-chloro-2-fluorophenylhydrazone) was dissolved in 10 mL of pyridine, 0.8 mL of ethyl cyanoacetate and 0.5 mL of piperidine were added to the pyridine solution, which was followed by stirring for 3 days at room temperature. After pouring into water, the reaction solution was extracted with ethyl acetate. After the organic layer was washed with aqueous saturated sodium chloride, dried over anhydrous magnesium sulfate and concentrated, the residue ... Starting materials: NC1=NC=C(C#N)C(=C1)F (6-amino-4-fluoronicotinonitrile), FCCO (2-fluoroethanol), intermediate 89. Product: NC1=NC=C(C#N)C(=C1)OCCF (6-amino-4-(2-fluoroethoxy)nicotinonitrile). Reaction SMILES: [NH2:1][C:2]1[CH:9]=[C:8](F)[C:5]([C:6]#[N:7])=[CH:4][N:3]=1.[F:11][CH2:12][CH2:13][OH:14]>>[NH2:1][C:2]1[CH:9]=[C:8]([O:14][CH2:13][CH2:12][F:11])[C:5]([C:6]#[N:7])=[CH:4][N:3]=1. Procedure details: From intermediate 21 and 2-fluoroethanol, reacted in an analogous manner to the preparation of intermediate 89. (UPLC-MS 6) tR 0.50; ESI-MS 182.0 [M+H]+.